Dataset: the Open Reaction Database (ORD), a public repository of structured organic reaction records. Task: describe an organic reaction: reactants, conditions, products, and yield Starting materials: solution, N[C@@H](CC1=CC=CC=C1)C(=O)O (L-phenylalanine), O.N (ammonia water). The solvent is O (water). Product: N[C@H](C1=CC=CC=C1)CC(=O)O ((S)-β-phenylalanine). Reaction SMILES: N[C@H:2]([C:10]([OH:12])=[O:11])[CH2:3][C:4]1[CH:9]=[CH:8][CH:7]=[CH:6][CH:5]=1.O.[NH3:14]>O>[NH2:14][C@@H:3]([CH2:2][C:10]([OH:12])=[O:11])[C:4]1[CH:9]=[CH:8][CH:7]=[CH:6][CH:5]=1 |f:1.2|. Procedure details: The reaction solution (250 g) containing 12 weight % (wt %) of L-phenylalanine, a bacterial cell (in an appropriate amount) of MT-11046 produced in Example 1 and water was reacted at 25 degrees centigrade for 24 hours or more. During the reaction, pH of the reaction solution was adjusted to each pH shown in Table 1 with 25% ammonia water. A solid of (S)-β-phenylalanine precipitated under all examined conditions was observed. The reaction yields of (S)-β-phenylalanine in respective pHs are shown ...